From a dataset of the Open Reaction Database (ORD), a public repository of structured organic reaction records. describe an organic reaction: reactants, conditions, products, and yield Reactants: C(C)(C)(C)OC(=O)N1CCC(C2=CC=C(C=C12)C(C#CC1=CC=C(C=C1)C(=O)O)CCCCC)(C)C (7-[3-(4-carboxy-phenyl)-1-pentyl-prop-2-ynyl]-4,4-dimethyl-3,4-dihydro-2H-quinoline-1-carboxylic acid tert-butyl ester). Solvent: C(=O)(C(F)(F)F)O.ClCCl (TFA dichloromethane). Product: CC1(CCNC2=CC(=CC=C12)C(C#CC1=CC=C(C(=O)O)C=C1)CCCCC)C (4-[3-(4,4-dimethyl-1,2,3,4-tetrahydro-quinolin-7-yl)-oct-1-ynyl]-benzoic acid). The yield is 73.3%. As a reaction SMILES: C(OC([N:8]1[C:17]2[C:12](=[CH:13][CH:14]=[C:15]([CH:18]([CH2:30][CH2:31][CH2:32][CH2:33][CH3:34])[C:19]#[C:20][C:21]3[CH:26]=[CH:25][C:24]([C:27]([OH:29])=[O:28])=[CH:23][CH:22]=3)[CH:16]=2)[C:11]([CH3:36])([CH3:35])[CH2:10][CH2:9]1)=O)(C)(C)C>C(O)(C(F)(F)F)=O.ClCCl>[CH3:35][C:11]1([CH3:36])[C:12]2[C:17](=[CH:16][C:15]([CH:18]([CH2:30][CH2:31][CH2:32][CH2:33][CH3:34])[C:19]#[C:20][C:21]3[CH:22]=[CH:23][C:24]([C:27]([OH:29])=[O:28])=[CH:25][CH:26]=3)=[CH:14][CH:13]=2)[NH:8][CH2:9][CH2:10]1 |f:1.2|. Reported procedure: A solution of 7-[3-(4-carboxy-phenyl)-1-pentyl-prop-2-ynyl]-4,4-dimethyl-3,4-dihydro-2H-quinoline-1-carboxylic acid tert-butyl ester (0.035 g, 0.07 mmole) in 2 mL of a 1:1 TFA/dichloromethane mixture was stirred for 30 minutes and concentrated. The residue was dissolved in 5 mL of dichloromethane and washed with 5 ml of saturated sodium bicarbonate, 5 mL of water and 5 mL of brine, the organic layer was dried over MgSO4, filtered and concentrated in vacuo to give 0.02 g of 4-[3-(4,4-dimethyl-1,2... The reactants are OC1=C(C=O)C=CC(=C1)O (2,4-dihydroxybenzaldehyde), Cl.N1=CC(=CC=C1)CCl (3-picolyl chloride hydrochloride), C([O-])([O-])=O.[K+].[K+] (potassium carbonate), [I-].[K+] (potassium iodide). The reagents and catalysts are [Br-].C(CCC)[N+](CCCC)(CCCC)CCCC (tetra-n-butylammonium bromide). Run in C(C)C(=O)C (methyl ethyl ketone). The product is OC1=C(C=O)C=CC(=C1)OCC=1C=NC=CC1 (2-Hydroxy-4-(3-pyridylmethoxy)benzaldehyde). Isolated yield 12.1%. RXN SMILES: [OH:1][C:2]1[CH:9]=[C:8]([OH:10])[CH:7]=[CH:6][C:3]=1[CH:4]=[O:5].Cl.[N:12]1[CH:17]=[CH:16][CH:15]=[C:14]([CH2:18]Cl)[CH:13]=1.C(=O)([O-])[O-].[K+].[K+].[I-].[K+]>[Br-].C([N+](CCCC)(CCCC)CCCC)CCC.C(C(C)=O)C>[OH:1][C:2]1[CH:9]=[C:8]([O:10][CH2:18][C:14]2[CH:13]=[N:12][CH:17]=[CH:16][CH:15]=2)[CH:7]=[CH:6][C:3]=1[CH:4]=[O:5] |f:1.2,3.4.5,6.7,8.9|. Procedure details: A mixture of 2,4-dihydroxybenzaldehyde (25 g), 3-picolyl chloride hydrochloride (38.2 g), potassium carbonate (91 g), potassium iodide (0.5 g) and tetra-n-butylammonium bromide (0.5 g) in methyl ethyl ketone (1000 ml) was heated at reflux for 4 hours. The reaction mixture was filtered and evaporated. The residue was partitioned between ethyl acetate and dilute acetic acid. The organic phase was washed with water, dried over magnesium sulphate and evaporated. The residue was purified by flash chr... The reactants are Cl, CC(C)(C)OC(=O)CN1CCC1. The product is Cl, O=C(O)CN1CCC1. As a reaction SMILES: [ClH:13].[N:1]1([CH2:5][C:6](=[O:7])[O:8][C:9]([CH3:10])([CH3:11])[CH3:12])[CH2:2][CH2:3][CH2:4]1>>[ClH:13].[N:1]1([CH2:5][C:6](=[O:7])[OH:8])[CH2:2][CH2:3][CH2:4]1.